Task: describe an organic reaction: reactants, conditions, products, and yield. Dataset: the Open Reaction Database (ORD), a public repository of structured organic reaction records Starting materials: CCOC(=O)C(C)(C)C1CCCC(O)C1, CO, Cl, [Li+], [OH-]. Yields the product CC(C)(C(=O)O)C1CCCC(O)C1. RXN SMILES: [CH2:1]([CH3:2])[O:3][C:4]([C:5]([CH3:6])([CH3:7])[CH:8]1[CH2:9][CH:10]([OH:14])[CH2:11][CH2:12][CH2:13]1)=[O:15].[CH3:19][OH:20].[ClH:18].[Li+:16].[OH-:17]>>[O:3]=[C:4]([C:5]([CH3:6])([CH3:7])[CH:8]1[CH2:9][CH:10]([OH:14])[CH2:11][CH2:12][CH2:13]1)[OH:15].